Task: describe an organic reaction: reactants, conditions, products, and yield. Dataset: the Open Reaction Database (ORD), a public repository of structured organic reaction records Run at time 17 hour. RXN SMILES: Br[CH2:2][C:3]1[CH:8]=[CH:7][C:6]([C:9]2[O:10][C:11]3[C:17]([C:18]([O:20][CH3:21])=[O:19])=[CH:16][CH:15]=[CH:14][C:12]=3[N:13]=2)=[CH:5][CH:4]=1.[CH3:22][NH:23][CH3:24]>CO>[CH3:22][N:23]([CH2:2][C:3]1[CH:8]=[CH:7][C:6]([C:9]2[O:10][C:11]3[C:17]([C:18]([O:20][CH3:21])=[O:19])=[CH:16][CH:15]=[CH:14][C:12]=3[N:13]=2)=[CH:5][CH:4]=1)[CH3:24]. Starting materials: BrCC1=CC=C(C=C1)C=1OC2=C(N1)C=CC=C2C(=O)OC (methyl 2-(4-(bromomethyl)phenyl)benzo[d]oxazole-7-carboxylate), CNC (dimethylamine). Procedure: To the solution of methyl 2-(4-(bromomethyl)phenyl)benzo[d]oxazole-7-carboxylate (150 mg, 0.72 mmol) in methanol (2 mL), was added dimethylamine solution (0.5 mL, 2.88 mmol), the resulting mixture was stirred at room temperature for 17 hr, then the solvents were evaporated and methyl 2-(4-((dimethylamino)methyl)phenyl)benzo[d]oxazole-7-carboxylate. LC-MS (ESI) m/z 311 [M+1]+. The product is CN(C)CC1=CC=C(C=C1)C=1OC2=C(N1)C=CC=C2C(=O)OC (methyl 2-(4-((dimethylamino)methyl)phenyl)benzo[d]oxazole-7-carboxylate). Solvent: CO (methanol).